This data is from the Open Reaction Database (ORD), a public repository of structured organic reaction records. The task is: describe an organic reaction: reactants, conditions, products, and yield Reactants: CCOC(OCC)C(C)N(Cc1cccc2ccccc12)C(=O)C(N)Cc1ccc(OC(C)(C)C)cc1, O=C(O)CONC(=O)NCc1cccc2ccccc12. The product is CCOC(OCC)C(C)N(Cc1cccc2ccccc12)C(=O)C(Cc1ccc(OC(C)(C)C)cc1)NC(=O)CONC(=O)NCc1cccc2ccccc12. As a reaction SMILES: [NH2:21][CH:22]([C:23](=[O:24])[N:25]([CH2:26][c:27]1[cH:28][cH:29][cH:30][c:31]2[cH:32][cH:33][cH:34][cH:35][c:36]12)[CH:37]([CH:38]([O:39][CH2:40][CH3:41])[O:42][CH2:43][CH3:44])[CH3:45])[CH2:46][c:47]1[cH:48][cH:49][c:50]([O:53][C:54]([CH3:55])([CH3:56])[CH3:57])[cH:51][cH:52]1.[c:1]1([CH2:11][NH:12][C:13]([NH:14][O:15][CH2:16][C:17](=[O:18])[OH:19])=[O:20])[cH:2][cH:3][cH:4][c:5]2[cH:6][cH:7][cH:8][cH:9][c:10]12>>[c:1]1([CH2:11][NH:12][C:13]([NH:14][O:15][CH2:16][C:17](=[O:19])[NH:21][CH:22]([C:23](=[O:24])[N:25]([CH2:26][c:27]2[cH:28][cH:29][cH:30][c:31]3[cH:32][cH:33][cH:34][cH:35][c:36]23)[CH:37]([CH:38]([O:39][CH2:40][CH3:41])[O:42][CH2:43][CH3:44])[CH3:45])[CH2:46][c:47]2[cH:48][cH:49][c:50]([O:53][C:54]([CH3:55])([CH3:56])[CH3:57])[cH:51][cH:52]2)=[O:20])[cH:2][cH:3][cH:4][c:5]2[cH:6][cH:7][cH:8][cH:9][c:10]12. Reactants: COC(=O)[C@@]1(NCC1)C ((R)-2-methyl-azetidine-2-carboxylic acid methyl ester), TEA, C(C1=CC=CC=C1)Br (benzyl bromide). Solvent: C1CCOC1 (THF). Run at temperature 50 celsius. The product is COC(=O)[C@@]1(N(CC1)CC1=CC=CC=C1)C ((R)-1-benzyl-2-methyl-azetidine-2-carboxylic acid methyl ester). As a reaction SMILES: [CH3:1][O:2][C:3]([C@@:5]1([CH3:9])[CH2:8][CH2:7][NH:6]1)=[O:4].[CH2:10](Br)[C:11]1[CH:16]=[CH:15][CH:14]=[CH:13][CH:12]=1>C1COCC1>[CH3:1][O:2][C:3]([C@@:5]1([CH3:9])[CH2:8][CH2:7][N:6]1[CH2:10][C:11]1[CH:16]=[CH:15][CH:14]=[CH:13][CH:12]=1)=[O:4]. Reported procedure: To a solution of (R)-2-methyl-azetidine-2-carboxylic acid methyl ester (1 eq.) in THF were added TEA (2 eq.) and benzyl bromide (1 eq.). The reaction was heated at 50° C. for 15 h. The solvent was concentrated under reduced pressure, the crude was purified by chromatography on silica gel (elution with heptane/EtOAc 1/0 to 1/1) to afford (R)-1-benzyl-2-methyl-azetidine-2-carboxylic acid methyl ester.